From a dataset of the Open Reaction Database (ORD), a public repository of structured organic reaction records. describe an organic reaction: reactants, conditions, products, and yield The reactants are BrCCCCN1CS(CC1=O)=O (3-(4-bromobutyl)-1,4-dioxothiazolidine), COC1=C(C=CC=C1)N1CCNCC1 (1-(2-methoxyphenyl)piperazine), C(=O)([O-])[O-].[K+].[K+] (K2CO3), CC#N (CH3CN). Reagents/catalysts: [Na+].[I-] (NaI). The solvent is CO.C(Cl)Cl (MeOH CH2Cl2). Run at temperature 95 celsius. Yields the product COC1=C(C=CC=C1)N1CCN(CC1)CCCCN1CS(CC1=O)=O (3-[4-[1-(2-Methoxyphenyl)-4-piperazinyl]butyl]-1,4-dioxothiazolidine). The yield is 99.7%. Reaction SMILES: Br[CH2:2][CH2:3][CH2:4][CH2:5][N:6]1[C:10](=[O:11])[CH2:9][S:8](=[O:12])[CH2:7]1.[CH3:13][O:14][C:15]1[CH:20]=[CH:19][CH:18]=[CH:17][C:16]=1[N:21]1[CH2:26][CH2:25][NH:24][CH2:23][CH2:22]1.C([O-])([O-])=O.[K+].[K+].CC#N>[Na+].[I-].CO.C(Cl)Cl>[CH3:13][O:14][C:15]1[CH:20]=[CH:19][CH:18]=[CH:17][C:16]=1[N:21]1[CH2:26][CH2:25][N:24]([CH2:2][CH2:3][CH2:4][CH2:5][N:6]2[C:10](=[O:11])[CH2:9][S:8](=[O:12])[CH2:7]2)[CH2:23][CH2:22]1 |f:2.3.4,6.7,8.9|. Reported procedure: A mixture of 3-(4-bromobutyl)-1,4-dioxothiazolidine (3.37 g), 1-(2-methoxyphenyl)piperazine (2.80 g), K2CO3 (4.60 g), NaI (190 mg) and CH3CN (150 ml) was heated at reflux (bath temperature 95° C.) for 24 h. TLC analysis (silica gel, 20% MeOH/CH2Cl2) showed the consumption of the starting sulfoxide and the presence of one major product with Rf =0.43. The mixture was cooled to room temperature, EtOAc (100 m) was added and the mixture was filtered. The filtrate was concentrated in vacuo to an oil w... Starting materials: C(C)OC(=O)N1CCN(CC1)C1=NC=C(C(=O)O)C=C1 (6-(4-ethoxycarbonyl-1-piperazinyl)nicotinic acid), [OH-].[K+] (potassium hydroxide), Cl (hydrochloric acid). Solvent: O (water). Product: N1(CCNCC1)C1=NC=C(C(=O)O)C=C1 (6-(1-piperazinyl)nicotinic acid). The yield is 81.8%. RXN SMILES: C(OC([N:6]1[CH2:11][CH2:10][N:9]([C:12]2[CH:20]=[CH:19][C:15]([C:16]([OH:18])=[O:17])=[CH:14][N:13]=2)[CH2:8][CH2:7]1)=O)C.[OH-].[K+].Cl>O>[N:9]1([C:12]2[CH:20]=[CH:19][C:15]([C:16]([OH:18])=[O:17])=[CH:14][N:13]=2)[CH2:8][CH2:7][NH:6][CH2:11][CH2:10]1 |f:1.2|. Procedure: 2.8 g of 6-(4-ethoxycarbonyl-1-piperazinyl)nicotinic acid obtained in Example 1 and 2 g of potassium hydroxide were dissolved in 20 ml of water. The solution was heated under reflux for 2 hours. After cooled, the reaction mixture was neutralized with concentrated hydrochloric acid and crystals precipitated were filtered, washed with water and dried to give 1.7 g of 6-(1-piperazinyl)nicotinic acid (yield 82%). The reactants are CO, O=[N+]([O-])c1cnc(Cl)nc1Cl, NCCO. Product: O=[N+]([O-])c1cnc(Cl)nc1NCCO. RXN SMILES: [CH3:16][OH:17].[Cl:1][c:2]1[n:3][cH:4][c:5]([N+:9](=[O:10])[O-:11])[c:6]([Cl:8])[n:7]1.[NH2:12][CH2:13][CH2:14][OH:15]>>[Cl:1][c:2]1[n:3][cH:4][c:5]([N+:9](=[O:10])[O-:11])[c:6]([NH:12][CH2:13][CH2:14][OH:15])[n:7]1.